Task: describe an organic reaction: reactants, conditions, products, and yield. Dataset: the Open Reaction Database (ORD), a public repository of structured organic reaction records The reactants are CN(C)CC1CCc2ccccc2C1Cc1ccccc1C(=O)O, Cl, [K+], [OH-]. Product: CN(C)CC1CCc2cccc3c2C1Cc1ccccc1C3=O, Cl. RXN SMILES: [CH3:2][N:3]([CH3:4])[CH2:5][CH:6]1[CH:7]([CH2:16][c:17]2[c:18]([C:23](=[O:24])[OH:25])[cH:19][cH:20][cH:21][cH:22]2)[c:8]2[cH:9][cH:10][cH:11][cH:12][c:13]2[CH2:14][CH2:15]1.[ClH:1].[K+:27].[OH-:26]>>[CH3:2][N:3]([CH3:4])[CH2:5][CH:6]1[CH:7]2[c:8]3[c:9]([cH:10][cH:11][cH:12][c:13]3[CH2:14][CH2:15]1)[C:23](=[O:24])[c:18]1[c:17]([cH:22][cH:21][cH:20][cH:19]1)[CH2:16]2.[ClH:1].